From a dataset of the Open Reaction Database (ORD), a public repository of structured organic reaction records. describe an organic reaction: reactants, conditions, products, and yield Reactants: CC=1N(C=CN1)CCC(=O)OCC (ethyl 3-(2-methyl-1-imidazolyl)propionate), C1(=CC=CC=C1)[Li] (phenyllithium), O (water). The solvent is O1CCCC1 (tetrahydrofuran). Run at temperature 10 celsius, time 3.5 hour. The product is CC=1N(C=CN1)CCC(O)(C1=CC=CC=C1)C1=CC=CC=C1 (3-(2-Methyl-1-imidazolyl)-1,1-diphenylpropanol). Isolated yield 6.0%. RXN SMILES: [CH3:1][C:2]1[N:3]([CH2:7][CH2:8][C:9]([O:11]CC)=O)[CH:4]=[CH:5][N:6]=1.[C:14]1([Li])[CH:19]=[CH:18][CH:17]=[CH:16][CH:15]=1.O>O1CCCC1>[CH3:1][C:2]1[N:3]([CH2:7][CH2:8][C:9]([C:14]2[CH:19]=[CH:18][CH:17]=[CH:16][CH:15]=2)([C:14]2[CH:19]=[CH:18][CH:17]=[CH:16][CH:15]=2)[OH:11])[CH:4]=[CH:5][N:6]=1. Procedure: In a 200 ml two-neck flask, under an atmosphere of argon, a solution of ethyl 3-(2-methyl-1-imidazolyl)propionate (3.37 g, 18.5 mmol) in anhydrous tetrahydrofuran was added to 50 ml of 1.8M phenyllithium solution at 0° C. After stirred for 3.5 hours at 10° C., the mixture was allowed to stand overnight at room temperature. The solution was poured into water, which was extracted with ethyl acetate. The organic extract was washed with saturated saline solution and dried over anhydrous sodium sulfa... Solvent: CN(C=O)C (N,N-dimethylformamide). Yields the product O1C=C(C(=O)C2=CC=CC=C12)C1=CC=CC=C1 (isoflavone). Reported procedure: 2-Mercaptothiazoline (35 mg) was added to a mixture of 4',5,7-trihydroxy-2-bromomethylisoflavone (50 mg), anhydrous potassium carbonate (21 mg) and N,N-dimethylformamide (1 ml), and the resulting mixture was stirred at room temperature for 10 hours. The solvent was distilled off under reduced pressure, and the residue was purified by silica gel column chromatography (eluent:chloroform), giving 32 mg of 4',5,7-trihydroxy-2-[2-thiazolin-2-ylthio)methyl]isoflavone as amorphous powder. Reaction SMILES: SC1SCCN=1.O[C:8]1[CH:28]=[CH:27][C:11]([C:12]2[C:21](=[O:22])[C:20]3[C:15](=[CH:16][C:17](O)=[CH:18][C:19]=3O)[O:14][C:13]=2CBr)=[CH:10][CH:9]=1.C(=O)([O-])[O-].[K+].[K+]>CN(C)C=O>[O:14]1[C:15]2[C:20](=[CH:19][CH:18]=[CH:17][CH:16]=2)[C:21](=[O:22])[C:12]([C:11]2[CH:27]=[CH:28][CH:8]=[CH:9][CH:10]=2)=[CH:13]1 |f:2.3.4|. Reaction conditions: time 10 hour. Starting materials: SC=1SCCN1 (2-Mercaptothiazoline), OC1=CC=C(C2=C(OC3=CC(=CC(=C3C2=O)O)O)CBr)C=C1 (4',5,7-trihydroxy-2-bromomethylisoflavone), C([O-])([O-])=O.[K+].[K+] (potassium carbonate). Starting materials: C1(=CC=CC=C1)C(N1CC(C1)=O)C1=CC=CC=C1 (1-(diphenylmethyl)azetidin-3-one), C[Si](C)(C)C#N (trimethylsilylcyanide), C(C)OCC (diethyl ether), N1CCOCC1 (morpholine). The reagents and catalysts are [I-].[Zn+2].[I-] (zinc iodide). Run in CO (methanol). Reaction conditions: time 20 minute. The product is C1(=CC=CC=C1)C(N1CC(C1)(C#N)N1CCOCC1)C1=CC=CC=C1 (1-(diphenylmethyl)-3-morpholin-4-ylazetidine-3-carbonitrile). RXN SMILES: [C:1]1([CH:7]([C:13]2[CH:18]=[CH:17][CH:16]=[CH:15][CH:14]=2)[N:8]2[CH2:11][C:10](=O)[CH2:9]2)[CH:6]=[CH:5][CH:4]=[CH:3][CH:2]=1.C[Si]([C:23]#[N:24])(C)C.C(OCC)C.[NH:30]1[CH2:35][CH2:34][O:33][CH2:32][CH2:31]1>CO.[I-].[Zn+2].[I-]>[C:1]1([CH:7]([C:13]2[CH:18]=[CH:17][CH:16]=[CH:15][CH:14]=2)[N:8]2[CH2:11][C:10]([N:30]3[CH2:35][CH2:34][O:33][CH2:32][CH2:31]3)([C:23]#[N:24])[CH2:9]2)[CH:6]=[CH:5][CH:4]=[CH:3][CH:2]=1 |f:5.6.7|. Reported procedure: To a flask in an ice-bath was added 1-(diphenylmethyl)azetidin-3-one (3.0 g, 12.6 mmol), trimethylsilylcyanide (1.69 ml, 12.6 mmol) and diethyl ether (1 ml) followed by addition of zinc iodide (0.003 g). This gave a yellow suspension which turned to an orange solution after 20 mins stirring at room temperature. To the solution was added a solution of morpholine (1.1 g, 12.6 mmol) in methanol (6 ml). The solution was then refluxed overnight and no starting material remained by tlc. The reaction m...